From a dataset of the Open Reaction Database (ORD), a public repository of structured organic reaction records. describe an organic reaction: reactants, conditions, products, and yield Reactants: IC1=C2C(=NNC2=C(C=C1)CN1CCOCC1)N (4-iodo-7-(4-morpholinylmethyl)-1H-indazol-3-amine), CC1(OB(OC1(C)C)C1=CC=C(C=C1)NC(=O)NC1=CC(=CC=C1)C(F)(F)F)C (N-[4-(4,4,5,5-tetramethyl-1,3,2-dioxaborolan-2-yl)phenyl]-N′-[3-(trifluoromethyl)phenyl]urea), C(=O)([O-])[O-].[Na+].[Na+] (Na2CO3). Reagents/catalysts: C=1C=CC(=CC1)[P](C=2C=CC=CC2)(C=3C=CC=CC3)[Pd]([P](C=4C=CC=CC4)(C=5C=CC=CC5)C=6C=CC=CC6)([P](C=7C=CC=CC7)(C=8C=CC=CC8)C=9C=CC=CC9)[P](C=1C=CC=CC1)(C=1C=CC=CC1)C=1C=CC=CC1 (Pd(PPh3)4). Solvent: C1(=CC=CC=C1)C (toluene), C(C)O (ethanol), O (water). Reaction conditions: temperature 145 celsius. Yields the product NC1=NNC2=C(C=CC(=C12)C1=CC=C(C=C1)NC(=O)NC1=CC(=CC=C1)C(F)(F)F)CN1CCOCC1 (N-{4-[3-amino-7-(4-morpholinylmethyl)-1H-indazol-4-yl]phenyl}-N′-[3-(trifluoromethyl)phenyl]urea). Isolated yield 49.0%. As a reaction SMILES: I[C:2]1[CH:10]=[CH:9][C:8]([CH2:11][N:12]2[CH2:17][CH2:16][O:15][CH2:14][CH2:13]2)=[C:7]2[C:3]=1[C:4]([NH2:18])=[N:5][NH:6]2.CC1(C)C(C)(C)OB([C:27]2[CH:32]=[CH:31][C:30]([NH:33][C:34]([NH:36][C:37]3[CH:42]=[CH:41][CH:40]=[C:39]([C:43]([F:46])([F:45])[F:44])[CH:38]=3)=[O:35])=[CH:29][CH:28]=2)O1.C([O-])([O-])=O.[Na+].[Na+]>C1(C)C=CC=CC=1.C(O)C.O.C1C=CC([P]([Pd]([P](C2C=CC=CC=2)(C2C=CC=CC=2)C2C=CC=CC=2)([P](C2C=CC=CC=2)(C2C=CC=CC=2)C2C=CC=CC=2)[P](C2C=CC=CC=2)(C2C=CC=CC=2)C2C=CC=CC=2)(C2C=CC=CC=2)C2C=CC=CC=2)=CC=1>[NH2:18][C:4]1[C:3]2[C:7](=[C:8]([CH2:11][N:12]3[CH2:17][CH2:16][O:15][CH2:14][CH2:13]3)[CH:9]=[CH:10][C:2]=2[C:27]2[CH:28]=[CH:29][C:30]([NH:33][C:34]([NH:36][C:37]3[CH:42]=[CH:41][CH:40]=[C:39]([C:43]([F:44])([F:45])[F:46])[CH:38]=3)=[O:35])=[CH:31][CH:32]=2)[NH:6][N:5]=1 |f:2.3.4,^1:68,70,89,108|. Reported procedure: A solution of Example 15F (80 mg, 0.22 mmol) and N-[4-(4,4,5,5-tetramethyl-1,3,2-dioxaborolan-2-yl)phenyl]-N′-[3-(trifluoromethyl)phenyl]urea (108 mg, 0.268 mmol) in toluene (2 mL) and ethanol (1.5 mL) was treated with a solution of Na2CO3 (58 mg) in water (1 mL), degassed with nitrogen for 2 minutes, treated with Pd(PPh3)4 (13 mg, 0.011 mmol), and degassed with nitrogen for another 2 minutes. The vial was capped and heated to 140-150° C. for 8-10 minutes with stirring in a Smith Synthesizer mic...